From a dataset of the Open Reaction Database (ORD), a public repository of structured organic reaction records. describe an organic reaction: reactants, conditions, products, and yield The reactants are C(C)(C)(C)O[C@H](C(=O)OCC)C1=C(C2=C(N=C(S2)C=2C=NC=3N(C2)N=CC3CC)C=C1C)C1=CC=C(C=C1)Cl ((S)-ethyl 2-tert-butoxy-2-(7-(4-chlorophenyl)-2-(3-ethylpyrazolo[1,5-a]pyrimidin-6-yl)-5-methylbenzo[d]thiazol-6-yl)acetate), [I-].[Li+] (lithium iodide). Run in N1=CC=CC=C1 (pyridine), C(C)(=O)OCC (ethyl acetate). Reaction conditions: temperature 170 celsius. Product: C(C)(C)(C)O[C@H](C(=O)O)C1=C(C2=C(N=C(S2)C=2C=NC=3N(C2)N=CC3CC)C=C1C)C1=CC=C(C=C1)Cl ((S)-2-tert-butoxy-2-(7-(4-chlorophenyl)-2-(3-ethylpyrazolo[1,5-a]pyrimidin-6-yl)-5-methylbenzo[d]thiazol-6-yl)acetic acid). RXN SMILES: [C:1]([O:5][C@@H:6]([C:12]1[C:31]([CH3:32])=[CH:30][C:15]2[N:16]=[C:17]([C:19]3[CH:20]=[N:21][C:22]4[N:23]([N:25]=[CH:26][C:27]=4[CH2:28][CH3:29])[CH:24]=3)[S:18][C:14]=2[C:13]=1[C:33]1[CH:38]=[CH:37][C:36]([Cl:39])=[CH:35][CH:34]=1)[C:7]([O:9]CC)=[O:8])([CH3:4])([CH3:3])[CH3:2].[I-].[Li+]>N1C=CC=CC=1.C(OCC)(=O)C>[C:1]([O:5][C@@H:6]([C:12]1[C:31]([CH3:32])=[CH:30][C:15]2[N:16]=[C:17]([C:19]3[CH:20]=[N:21][C:22]4[N:23]([N:25]=[CH:26][C:27]=4[CH2:28][CH3:29])[CH:24]=3)[S:18][C:14]=2[C:13]=1[C:33]1[CH:38]=[CH:37][C:36]([Cl:39])=[CH:35][CH:34]=1)[C:7]([OH:9])=[O:8])([CH3:2])([CH3:3])[CH3:4] |f:1.2|. Reported procedure: A mixture of (S)-ethyl 2-tert-butoxy-2-(7-(4-chlorophenyl)-2-(3-ethylpyrazolo[1,5-a]pyrimidin-6-yl)-5-methylbenzo[d]thiazol-6-yl)acetate (24.9 mg, 0.044 mmol) and lithium iodide (200 mg) in pyridine (0.5 mL) was heated in microwave at 170° C. for 1 h. Reaction mixture was diluted with ethyl acetate, washed with 5% acetic acid solution, brine, dried (MgSO4), filtered, concentrated and purified by CombiFlash (0 to 30% MeOH/CH2Cl2). Lyophilization gave desired product. LCMS-ESI+: calc'd for C28H28C... Starting materials: CC(=O)Nc1ccc(Cl)cc1S(=O)(=O)CC#N, [Na+], [OH-]. Yields the product CC1=C(C#N)S(=O)(=O)c2cc(Cl)ccc2N1. Reaction SMILES: [Cl:1][c:2]1[cH:3][c:4]([S:12](=[O:13])(=[O:14])[CH2:15][C:16]#[N:17])[c:5]([NH:8][C:9]([CH3:10])=[O:11])[cH:6][cH:7]1.[Na+:19].[OH-:18]>>[Cl:1][c:2]1[cH:3][c:4]2[c:5]([cH:6][cH:7]1)[NH:8][C:9]([CH3:10])=[C:15]([C:16]#[N:17])[S:12]2(=[O:13])=[O:14]. Reactants: FC1=C(C=C(C=C1)OC)C1=C(C=C(C=C1)O)CC(C)(C)C (2′-fluoro-5′-methoxy-2-neopentyl-[1,1′-biphenyl]-4-ol), OCC=1C=C(C=CC1)CCCO (3-(3-(hydroxymethyl)phenyl)propan-1-ol), C1(=CC=CC=C1)P(C1=CC=CC=C1)C1=CC=CC=C1 (triphenylphosphine), solution, N(=NC(=O)OCC)C(=O)OCC (diethyl azodicarboxylate). Run in C1CCOC1 (THF), C1(=CC=CC=C1)C (toluene). Reaction conditions: temperature 0 celsius, time 16 hour. Yields the product FC1=C(C=C(C=C1)OC)C1=C(C=C(C=C1)OCC=1C=C(C=CC1)CCCO)CC(C)(C)C (3-(3-(((2′-fluoro-5′-methoxy-2-neopentyl-[1,1′-biphenyl]-4-yl)oxy)methyl)phenyl)propan-1-ol). Isolated yield 58.6%. As a reaction SMILES: [F:1][C:2]1[CH:7]=[CH:6][C:5]([O:8][CH3:9])=[CH:4][C:3]=1[C:10]1[CH:15]=[CH:14][C:13]([OH:16])=[CH:12][C:11]=1[CH2:17][C:18]([CH3:21])([CH3:20])[CH3:19].O[CH2:23][C:24]1[CH:25]=[C:26]([CH2:30][CH2:31][CH2:32][OH:33])[CH:27]=[CH:28][CH:29]=1.C1(P(C2C=CC=CC=2)C2C=CC=CC=2)C=CC=CC=1.N(C(OCC)=O)=NC(OCC)=O>C1COCC1.C1(C)C=CC=CC=1>[F:1][C:2]1[CH:7]=[CH:6][C:5]([O:8][CH3:9])=[CH:4][C:3]=1[C:10]1[CH:15]=[CH:14][C:13]([O:16][CH2:23][C:24]2[CH:25]=[C:26]([CH2:30][CH2:31][CH2:32][OH:33])[CH:27]=[CH:28][CH:29]=2)=[CH:12][C:11]=1[CH2:17][C:18]([CH3:21])([CH3:20])[CH3:19]. Reported procedure: To a solution of 2′-fluoro-5′-methoxy-2-neopentyl-[1,1′-biphenyl]-4-ol (312 mg), 3-(3-(hydroxymethyl)phenyl)propan-1-ol (199 mg) and triphenylphosphine (522 mg) in THF (10 mL) was added a 40% solution of diethyl azodicarboxylate in toluene (790 μL) at 0° C., and the mixture was stirred at 0° C. for 5 min and at room temperature for 16 hr. The reaction mixture was concentrated under reduced pressure, and the residue was purified by silica gel column chromatography (ethyl acetate/hexane) to give t...